Dataset: the Open Reaction Database (ORD), a public repository of structured organic reaction records. Task: describe an organic reaction: reactants, conditions, products, and yield Product: C1(CC1)CN1C=C(C2=CC=C(C=C12)C(F)(F)F)C(=O)NC=1SC(=CN1)SCCC(=O)O (3-{2-[(1-Cyclopropylmethyl-6-trifluoromethyl-1H-indole-3-carbonyl)-amino]-thiazol-5-ylsulfanyl}-propionic acid). Reported procedure: 3-{2-[(1-Cyclopropylmethyl-6-trifluoromethyl-1H-indole-3-carbonyl)-amino]-thiazol-5-ylsulfanyl}-propionic acid ethyl ester was hydrolysed according to the procedure given in the procedure for the synthesis of {2-[(1-cyclopropylmethyl-6-fluoro-1H-indole-3-carbonyl)-amino]-thiazol4-ylsulfanyl}-acetic acid The reactants are C(C)OC(CCSC1=CN=C(S1)NC(=O)C1=CN(C2=CC(=CC=C12)C(F)(F)F)CC1CC1)=O (3-{2-[(1-Cyclopropylmethyl-6-trifluoromethyl-1H-indole-3-carbonyl)-amino]-thiazol-5-ylsulfanyl}-propionic acid ethyl ester), C1(CC1)CN1C=C(C2=CC=C(C=C12)F)C(=O)NC=1SC=C(N1)SCC(=O)O ({2-[(1-cyclopropylmethyl-6-fluoro-1H-indole-3-carbonyl)-amino]-thiazol4-ylsulfanyl}-acetic acid). Reaction SMILES: C([O:3][C:4](=[O:33])[CH2:5][CH2:6][S:7][C:8]1[S:12][C:11]([NH:13][C:14]([C:16]2[C:24]3[C:19](=[CH:20][C:21]([C:25]([F:28])([F:27])[F:26])=[CH:22][CH:23]=3)[N:18]([CH2:29][CH:30]3[CH2:32][CH2:31]3)[CH:17]=2)=[O:15])=[N:10][CH:9]=1)C.C1(CN2C3C(=CC=C(F)C=3)C(C(NC3SC=C(SCC(O)=O)N=3)=O)=C2)CC1>>[CH:30]1([CH2:29][N:18]2[C:19]3[C:24](=[CH:23][CH:22]=[C:21]([C:25]([F:27])([F:28])[F:26])[CH:20]=3)[C:16]([C:14]([NH:13][C:11]3[S:12][C:8]([S:7][CH2:6][CH2:5][C:4]([OH:33])=[O:3])=[CH:9][N:10]=3)=[O:15])=[CH:17]2)[CH2:31][CH2:32]1. Procedure details: Reaction of 1-(6-ethoxycarbonylhexyl)-2,4,5-triphenylimidazole (0.4 g) with sodium hydroxide in a method similar to Example 10 gave, after recrystallisations from ethanol and isopropanol, 1-(6-carboxyhexyl)-2,4,5-triphenylimidazole (0.19 g, 51%) as a white solid, m.p. 149°-150°; Found: C, 79.34; H, 6.65; N, 6.48%; C28H28N2O2 requires: C, 79.22; H, 6.65; N, 6.60%. As a reaction SMILES: C([O:3][C:4]([CH2:6][CH2:7][CH2:8][CH2:9][CH2:10][CH2:11][N:12]1[C:16]([C:17]2[CH:22]=[CH:21][CH:20]=[CH:19][CH:18]=2)=[C:15]([C:23]2[CH:28]=[CH:27][CH:26]=[CH:25][CH:24]=2)[N:14]=[C:13]1[C:29]1[CH:34]=[CH:33][CH:32]=[CH:31][CH:30]=1)=[O:5])C.[OH-].[Na+]>>[C:4]([CH2:6][CH2:7][CH2:8][CH2:9][CH2:10][CH2:11][N:12]1[C:16]([C:17]2[CH:18]=[CH:19][CH:20]=[CH:21][CH:22]=2)=[C:15]([C:23]2[CH:24]=[CH:25][CH:26]=[CH:27][CH:28]=2)[N:14]=[C:13]1[C:29]1[CH:34]=[CH:33][CH:32]=[CH:31][CH:30]=1)([OH:5])=[O:3] |f:1.2|. The product is C(=O)(O)CCCCCCN1C(=NC(=C1C1=CC=CC=C1)C1=CC=CC=C1)C1=CC=CC=C1 (1-(6-carboxyhexyl)-2,4,5-triphenylimidazole). Reactants: C(C)OC(=O)CCCCCCN1C(=NC(=C1C1=CC=CC=C1)C1=CC=CC=C1)C1=CC=CC=C1 (1-(6-ethoxycarbonylhexyl)-2,4,5-triphenylimidazole), [OH-].[Na+] (sodium hydroxide). Reactants: Cc1ccc(Br)cc1, C1CCOC1, [Li]CCCC, CCCCCC, Cc1c(C)c2c(c(C)c1N)C(=O)C(C)(C)O2, O. Product: Cc1ccc(C2(O)c3c(C)c(N)c(C)c(C)c3OC2(C)C)cc1. As a reaction SMILES: [Br:1][c:2]1[cH:3][cH:4][c:5]([CH3:8])[cH:6][cH:7]1.[CH2:36]1[O:37][CH2:38][CH2:39][CH2:40]1.[CH2:9]([Li:10])[CH2:11][CH2:12][CH3:13].[CH3:14][CH2:15][CH2:16][CH2:17][CH2:18][CH3:19].[NH2:20][c:21]1[c:22]([CH3:35])[c:23]([CH3:34])[c:24]2[c:25]([c:32]1[CH3:33])[C:26](=[O:31])[C:27]([CH3:29])([CH3:30])[O:28]2.[OH2:41]>>[c:2]1([C:26]2([OH:31])[c:25]3[c:24]([c:23]([CH3:34])[c:22]([CH3:35])[c:21]([NH2:20])[c:32]3[CH3:33])[O:28][C:27]2([CH3:29])[CH3:30])[cH:3][cH:4][c:5]([CH3:8])[cH:6][cH:7]1. Starting materials: C(#N)C=1C=C(C=CC1)B(O)O (3-cyanophenyl boronic acid), [Cl-].[Li+] (lithium chloride), C([O-])([O-])=O.[Na+].[Na+] (sodium carbonate), palladium tetrakistriphenylphosphine, material, COCCOC (1,2-dimethoxyethane). The product is N1CCC(CC1)C=1C=C(C#N)C=CC1 (3-(Piperidin-4-yl)-benzonitrile). RXN SMILES: [C:1]([C:3]1[CH:4]=[C:5](B(O)O)[CH:6]=[CH:7][CH:8]=1)#[N:2].[Cl-].[Li+].C(=O)([O-])[O-].[Na+].[Na+].CO[CH2:22][CH2:23]OC>>[NH:2]1[CH2:23][CH2:22][CH:8]([C:5]2[CH:4]=[C:3]([CH:8]=[CH:7][CH:6]=2)[C:1]#[N:2])[CH2:3][CH2:1]1 |f:1.2,3.4.5|. Procedure details: A solution of lithium diisopropylamine (54 mmol) in anhydrous tetrahydrofuran (50 ml) at −78° C. is treated dropwise with a solution of benzyl 4-oxo-1-piperidinecarboxylate (11.4 g, 49 mmol) in anhydrous tetrahydrofuran (50 ml). The reaction mixture is then stirred a further 20 min. at −78° C. and treated with a solution of N-phenyltrifluoromethanesulfonimide (19.26 g, 54 mmol) in anhydrous tetrahydrofuran (55 ml). The resultant orange suspension is warmed to 0° C. and stirred for 2 hours before...